Dataset: the Open Reaction Database (ORD), a public repository of structured organic reaction records. Task: describe an organic reaction: reactants, conditions, products, and yield The reactants are BrC=1C=CC(=C(C(=O)NC2=CN=NC=C2)C1)OCC1=CC(=C(C=C1)F)F (5-Bromo-2-([(3,4-difluorophenyl)methyl]oxy)-N-4-pyridazinylbenzamide), N1=CC=C(C=C1)B(O)O (4-pyridinylboronic acid), C([O-])([O-])=O.[Na+].[Na+] (sodium carbonate). Reagents/catalysts: C=1C=CC(=CC1)[P](C=2C=CC=CC2)(C=3C=CC=CC3)[Pd]([P](C=4C=CC=CC4)(C=5C=CC=CC5)C=6C=CC=CC6)([P](C=7C=CC=CC7)(C=8C=CC=CC8)C=9C=CC=CC9)[P](C=1C=CC=CC1)(C=1C=CC=CC1)C=1C=CC=CC1 (tetrakis(triphenylphosphine)palladium(0)). Run in COCCOC (1,2-dimethoxyethane). Conditions: temperature 120 celsius. The product is FC=1C=C(C=CC1F)COC1=C(C(=O)NC2=CN=NC=C2)C=C(C=C1)C1=CC=NC=C1 (2-([(3,4-Difluorophenyl)methyl]oxy)-N-4-pyridazinyl-5-(4-pyridinyl)benzamide). Reaction SMILES: Br[C:2]1[CH:3]=[CH:4][C:5]([O:17][CH2:18][C:19]2[CH:24]=[CH:23][C:22]([F:25])=[C:21]([F:26])[CH:20]=2)=[C:6]([CH:16]=1)[C:7]([NH:9][C:10]1[CH:15]=[CH:14][N:13]=[N:12][CH:11]=1)=[O:8].[N:27]1[CH:32]=[CH:31][C:30](B(O)O)=[CH:29][CH:28]=1.C(=O)([O-])[O-].[Na+].[Na+]>C1C=CC([P]([Pd]([P](C2C=CC=CC=2)(C2C=CC=CC=2)C2C=CC=CC=2)([P](C2C=CC=CC=2)(C2C=CC=CC=2)C2C=CC=CC=2)[P](C2C=CC=CC=2)(C2C=CC=CC=2)C2C=CC=CC=2)(C2C=CC=CC=2)C2C=CC=CC=2)=CC=1.COCCOC>[F:26][C:21]1[CH:20]=[C:19]([CH2:18][O:17][C:5]2[CH:4]=[CH:3][C:2]([C:30]3[CH:31]=[CH:32][N:27]=[CH:28][CH:29]=3)=[CH:16][C:6]=2[C:7]([NH:9][C:10]2[CH:15]=[CH:14][N:13]=[N:12][CH:11]=2)=[O:8])[CH:24]=[CH:23][C:22]=1[F:25] |f:2.3.4,^1:45,47,66,85|. Procedure: To a microwave vial was added 5-bromo-2-([(3,4-difluorophenyl)methyl]oxy)-N-4-pyridazinylbenzamide (may be prepared as described in Example 78; 200 mg, 0.48 mmol), 4-pyridinylboronic acid (88 mg, 0.74 mmol), tetrakis(triphenylphosphine)palladium(0) (33.0 mg, 0.03 mmol), sodium carbonate (0.95 ml, 0.95 mmol) and 1,2-dimethoxyethane (3 ml). The mixture was sealed and heated to 120° C. for 1 hour under microwave conditions. The 1,2-dimethoxyethane was evaporated under reduced pressure and the resid... Reactants: BrCC(=O)C1=CC(=C2C(=NC=NN21)N)C2=CC=C(C=C2)NC(=O)NC2=C(C=CC(=C2)C(F)(F)F)F (N-[4-(7-bromoacetyl-4-aminopyrrolo[2,1-f][1,2,4]triazin-5-yl)phenyl]-N′-[2-fluoro-5-(trifluoromethyl)phenyl]urea), N1CCOCC1 (morpholine). Run in CCOC(=O)C (EtOAc), C1(=CC=CC=C1)C (toluene), C1CCOC1 (THF). Run at time 15 minute. Product: NC1=NC=NN2C1=C(C=C2C(CN2CCOCC2)=O)C2=CC=C(C=C2)NC(=O)NC2=C(C=CC(=C2)C(F)(F)F)F (N-{4-[4-amino-7-(morpholin-4-ylacetyl)pyrrolo[2,1-f][1,2,4]triazin-5-yl]phenyl}-N′-[2-fluoro-5-(trifluoromethyl)-phenyl]urea), powder. Isolated yield 79.0%. Reaction SMILES: Br[CH2:2][C:3]([C:5]1[N:13]2[C:8]([C:9]([NH2:14])=[N:10][CH:11]=[N:12]2)=[C:7]([C:15]2[CH:20]=[CH:19][C:18]([NH:21][C:22]([NH:24][C:25]3[CH:30]=[C:29]([C:31]([F:34])([F:33])[F:32])[CH:28]=[CH:27][C:26]=3[F:35])=[O:23])=[CH:17][CH:16]=2)[CH:6]=1)=[O:4].[NH:36]1[CH2:41][CH2:40][O:39][CH2:38][CH2:37]1>C1COCC1.CCOC(C)=O.C1(C)C=CC=CC=1>[NH2:14][C:9]1[C:8]2=[C:7]([C:15]3[CH:20]=[CH:19][C:18]([NH:21][C:22]([NH:24][C:25]4[CH:30]=[C:29]([C:31]([F:34])([F:33])[F:32])[CH:28]=[CH:27][C:26]=4[F:35])=[O:23])=[CH:17][CH:16]=3)[CH:6]=[C:5]([C:3](=[O:4])[CH2:2][N:36]3[CH2:41][CH2:40][O:39][CH2:38][CH2:37]3)[N:13]2[N:12]=[CH:11][N:10]=1. Procedure: A solution of N-[4-(7-bromoacetyl-4-aminopyrrolo[2,1-f][1,2,4]triazin-5-yl)phenyl]-N′-[2-fluoro-5-(trifluoromethyl)phenyl]urea (65 mg, 0.12 mmol) in 2 mL THF was treated with morpholine (53 uL, 0.59 mmol) and allowed to stir for 15 min. The reaction was then diluted with 50 mL EtOAc and 5 mL toluene & washed with sodium carbonate solution (1×). The organic layer dried with sodium sulfate and concentrated to give a yellow oil. Trituration with Et2O:hexanes (1:1) gave the title compound as a fainl... Starting materials: O=C(Cc1ccccc1)N1CCc2cc(Br)ccc21, CC1(C)OB(c2ccncc2)OC1(C)C, COCCOC, ClCCl, [K+], [K+], [K+], O=P([O-])([O-])[O-]. The product is O=C(Cc1ccccc1)N1CCc2cc(-c3ccncc3)ccc21. RXN SMILES: [Br:1][c:2]1[cH:3][c:4]2[c:8]([cH:9][cH:10]1)[N:7]([C:11]([CH2:12][c:13]1[cH:14][cH:15][cH:16][cH:17][cH:18]1)=[O:19])[CH2:6][CH2:5]2.[CH3:20][C:21]1([CH3:22])[C:23]([CH3:24])([CH3:25])[O:26][B:27]([c:28]2[cH:29][cH:30][n:31][cH:32][cH:33]2)[O:34]1.[CH3:46][O:47][CH2:48][CH2:49][O:50][CH3:51].[Cl:35][CH2:36][Cl:37].[K+:43].[K+:44].[K+:45].[P:38]([O-:39])([O-:40])([O-:41])=[O:42]>>[c:2]1(-[c:28]2[cH:29][cH:30][n:31][cH:32][cH:33]2)[cH:3][c:4]2[c:8]([cH:9][cH:10]1)[N:7]([C:11]([CH2:12][c:13]1[cH:14][cH:15][cH:16][cH:17][cH:18]1)=[O:19])[CH2:6][CH2:5]2. Starting materials: CC(C)C(=O)Nc1cccc(C2CCNCC2)c1, ClCCCCSc1ccccc1. Product: CC(C)C(=O)Nc1cccc(C2CCN(CCCCSc3ccccc3)CC2)c1. As a reaction SMILES: [CH3:13][CH:14]([C:15](=[O:16])[NH:17][c:18]1[cH:19][c:20]([CH:24]2[CH2:25][CH2:26][NH:27][CH2:28][CH2:29]2)[cH:21][cH:22][cH:23]1)[CH3:30].[Cl:1][CH2:2][CH2:3][CH2:4][CH2:5][S:6][c:7]1[cH:8][cH:9][cH:10][cH:11][cH:12]1>>[CH2:2]([CH2:3][CH2:4][CH2:5][S:6][c:7]1[cH:8][cH:9][cH:10][cH:11][cH:12]1)[N:27]1[CH2:26][CH2:25][CH:24]([c:20]2[cH:19][c:18]([NH:17][C:15]([CH:14]([CH3:13])[CH3:30])=[O:16])[cH:23][cH:22][cH:21]2)[CH2:29][CH2:28]1.